Dataset: the Open Reaction Database (ORD), a public repository of structured organic reaction records. Task: describe an organic reaction: reactants, conditions, products, and yield The reactants are BrC(Br)(Br)Br, ClCCl, CC(C)N(CCCCO)c1cnc(-c2ccccc2)c(-c2ccccc2)n1, c1ccc(P(c2ccccc2)c2ccccc2)cc1. Product: CC(C)N(CCCCBr)c1cnc(-c2ccccc2)c(-c2ccccc2)n1. As a reaction SMILES: [C:47]([Br:48])([Br:49])([Br:50])[Br:51].[Cl:52][CH2:53][Cl:54].[c:1]1(-[c:7]2[n:8][cH:9][c:10]([N:19]([CH:20]([CH3:21])[CH3:22])[CH2:23][CH2:24][CH2:25][CH2:26][OH:27])[n:11][c:12]2-[c:13]2[cH:14][cH:15][cH:16][cH:17][cH:18]2)[cH:2][cH:3][cH:4][cH:5][cH:6]1.[c:28]1([P:29]([c:30]2[cH:31][cH:32][cH:33][cH:34][cH:35]2)[c:36]2[cH:37][cH:38][cH:39][cH:40][cH:41]2)[cH:42][cH:43][cH:44][cH:45][cH:46]1>>[c:1]1(-[c:7]2[n:8][cH:9][c:10]([N:19]([CH:20]([CH3:21])[CH3:22])[CH2:23][CH2:24][CH2:25][CH2:26][Br:48])[n:11][c:12]2-[c:13]2[cH:14][cH:15][cH:16][cH:17][cH:18]2)[cH:2][cH:3][cH:4][cH:5][cH:6]1. Reactants: ClCCl (dichloromethane), [OH-].[Na+] (sodium hydroxide), BrC1=CC=2CC3=CC(=CC=C3C2C=C1)Br (2,7-dibromofluorene). Reagents/catalysts: [Br-].C(CCC)[N+](CCCC)(CCCC)CCCC (tetrabutylammonium bromide). Run in O (water), O (water), BrCCCBr (1,3-dibromopropane). Conditions: time 6 hour. The product is BrC1=CC=2C(C3=CC(=CC=C3C2C=C1)Br)(CCCBr)CCCBr (2,7-dibromo-9,9-bis(3′-bromopropyl)fluorene). Yield: 30.0%. RXN SMILES: [Br:1][C:2]1[CH:14]=[CH:13][C:12]2[C:11]3[C:6](=[CH:7][C:8]([Br:15])=[CH:9][CH:10]=3)[CH2:5][C:4]=2[CH:3]=1.[OH-].[Na+].ClCCl>BrCCCBr.O.[Br-].C([N+](CCCC)(CCCC)CCCC)CCC>[Br:1][C:2]1[CH:14]=[CH:13][C:12]2[C:11]3[C:6](=[CH:7][C:8]([Br:15])=[CH:9][CH:10]=3)[C:5]([CH2:6][CH2:7][CH2:8][Br:15])([CH2:4][CH2:3][CH2:2][Br:1])[C:4]=2[CH:3]=1 |f:1.2,6.7|. Procedure: The following products are added, in an inert atmosphere, to a solution of 2,7-dibromofluorene (10.0 g, 31.06 mmoles) in 40 ml of 1,3-dibromopropane: first sodium hydroxide (30.0 g, 750.0 mmoles) dissolved in 60 ml of water and finally 0.2 g of tetrabutylammonium bromide. The temperature is brought to 100° C. After 6 hours, after the addition of water, extraction is effected with dichloromethane. After washing the organic phase with water until neutrality, said organic phase is anhydrified on so... Starting materials: CCOC(=O)c1ccc2c(c1)CC(C)(C)C(c1cc(F)cc(Br)c1)N2, C1CCNC1, CCOC(C)=O, CS(C)=O, [Cu]I, [K+], [OH-]. The product is CCOC(=O)c1ccc2c(c1)CC(C)(C)C(c1cc(F)cc(N3CCCC3)c1)N2. RXN SMILES: [CH2:1]([CH3:2])[O:3][C:4](=[O:5])[c:6]1[cH:7][c:8]2[c:13]([cH:14][cH:15]1)[NH:12][CH:11]([c:16]1[cH:17][c:18]([Br:23])[cH:19][c:20]([F:22])[cH:21]1)[C:10]([CH3:24])([CH3:25])[CH2:9]2.[CH2:26]1[CH2:27][CH2:28][NH:29][CH2:30]1.[CH3:33][CH2:34][O:35][C:36](=[O:37])[CH3:38].[CH3:39][S:40]([CH3:41])=[O:42].[Cu:43][I:44].[K+:32].[OH-:31]>>[CH2:1]([CH3:2])[O:3][C:4](=[O:5])[c:6]1[cH:7][c:8]2[c:13]([cH:14][cH:15]1)[NH:12][CH:11]([c:16]1[cH:17][c:18]([N:29]3[CH2:28][CH2:27][CH2:26][CH2:30]3)[cH:19][c:20]([F:22])[cH:21]1)[C:10]([CH3:24])([CH3:25])[CH2:9]2.